This data is from the Open Reaction Database (ORD), a public repository of structured organic reaction records. The task is: describe an organic reaction: reactants, conditions, products, and yield The reactants are CCOC(=O)C(OCC)OCC, C1CCOC1, CC(=O)c1ccccc1, C[Si](C)(C)[N-][Si](C)(C)C, Cl, [Li+]. Product: CCOC(OCC)C(=O)CC(=O)c1ccccc1. Reaction SMILES: [CH2:20]([CH3:21])[O:22][CH:23]([C:24](=[O:25])[O:26][CH2:27][CH3:28])[O:29][CH2:30][CH3:31].[CH2:33]1[O:34][CH2:35][CH2:36][CH2:37]1.[CH3:11][C:12](=[O:13])[c:14]1[cH:15][cH:16][cH:17][cH:18][cH:19]1.[CH3:1][Si:2]([CH3:3])([CH3:4])[N-:5][Si:6]([CH3:7])([CH3:8])[CH3:9].[ClH:32].[Li+:10]>>[CH2:11]([C:12](=[O:13])[c:14]1[cH:15][cH:16][cH:17][cH:18][cH:19]1)[C:24]([CH:23]([O:22][CH2:20][CH3:21])[O:29][CH2:30][CH3:31])=[O:25]. Conditions: time 10 minute. Yields the product C(C)NC(=O)N1C=CC2=CC(=CC=C12)OC1=NC(=NC=C1)N (N1-Ethyl-5-(2-amino-4-pyrimidyl)oxy-1H-1-indolecarboxamide). The solvent is CN(C=O)C (N,N-dimethylformamide). The yield is 63.6%. Reported procedure: Sodium hydride (157 mg, 3.93 mmol) was suspended in N,N-dimethylformamide (10 ml) under nitrogen atmosphere, and 4-(1H-5-indolyloxy)-2-pyrimidinamine (826 mg, 3.65 mmol) was gradually added while the reaction mixture was stirred at room temperature. After 10 minutes, the reaction mixture was cooled with an ice-water bath, phenyl N-ethylcarbamate (633 mg, 3.83 mmol) was added, the reaction mixture was heated to room temperature, and the solution was stirred for 4 hours. The reaction mixture was p... RXN SMILES: [H-].[Na+].[NH:3]1[C:11]2[C:6](=[CH:7][C:8]([O:12][C:13]3[CH:18]=[CH:17][N:16]=[C:15]([NH2:19])[N:14]=3)=[CH:9][CH:10]=2)[CH:5]=[CH:4]1.[CH2:20]([NH:22][C:23](=O)[O:24]C1C=CC=CC=1)[CH3:21]>CN(C)C=O>[CH2:20]([NH:22][C:23]([N:3]1[C:11]2[C:6](=[CH:7][C:8]([O:12][C:13]3[CH:18]=[CH:17][N:16]=[C:15]([NH2:19])[N:14]=3)=[CH:9][CH:10]=2)[CH:5]=[CH:4]1)=[O:24])[CH3:21] |f:0.1|. The reactants are [H-].[Na+] (Sodium hydride), N1C=CC2=CC(=CC=C12)OC1=NC(=NC=C1)N (4-(1H-5-indolyloxy)-2-pyrimidinamine), C(C)NC(OC1=CC=CC=C1)=O (phenyl N-ethylcarbamate). The reactants are C1(C=2C(C(N1CC1=CC3=CC=C(C=C3C=C1)CCCN(CCC)CCC)=O)=CC=CC2)=O (2-phthalimidomethyl-6-(3-dipropylaminopropyl)naphthalene). As a reaction SMILES: C1(=O)[N:5]([CH2:6][C:7]2[CH:16]=[CH:15][C:14]3[C:9](=[CH:10][CH:11]=[C:12]([CH2:17][CH2:18][CH2:19][N:20]([CH2:24][CH2:25][CH3:26])[CH2:21][CH2:22][CH3:23])[CH:13]=3)[CH:8]=2)C(=O)C2=CC=CC=C12>CN.CO>[NH2:5][CH2:6][C:7]1[CH:16]=[CH:15][C:14]2[C:9](=[CH:10][CH:11]=[C:12]([CH2:17][CH2:18][CH2:19][N:20]([CH2:24][CH2:25][CH3:26])[CH2:21][CH2:22][CH3:23])[CH:13]=2)[CH:8]=1 |f:1.2|. Run in CN.CO (methylamine methanol). Run at time 3 day. Procedure details: The compound (439 mg) obtained in Example 121-10 was dissolved in a 40% methylamine/methanol solution (45 ml) and stirred at room temperature for 3 days. After completion of the reaction, the solvent was distilled off. Then, a 1 mol/l sodium hydroxide aqueous solution was added to the residue, and the whole was stirred. The solution was extracted with chloroform and the extract was washed with saturated saline solution. After that, the organic layer was dried with anhydrous sodium sulfate. Then,... Product: NCC1=CC2=CC=C(C=C2C=C1)CCCN(CCC)CCC (2-aminomethyl-6-(3-dipropylaminopropyl)naphthalene). The yield is 92.6%.